This data is from the Open Reaction Database (ORD), a public repository of structured organic reaction records. The task is: describe an organic reaction: reactants, conditions, products, and yield The reactants are ClC1=C(C#N)C=CC(=C1)N1C(C(C(C1CC(C)C)=O)(C)C)=O (2-chloro-4-(5-isobutyl-3,3-dimethyl-2,4-dioxopyrrolidin-1-yl)benzonitrile), C(C)(CC)[BH-](C(C)CC)C(C)CC.[Li+].C1CCOC1 (lithium tri(sec-butyl)borohydride THF). Product: ClC1=C(C#N)C=CC(=C1)N1C(C([C@H]([C@H]1CC(C)C)O)(C)C)=O (rac-2-chloro-4-[(4R,5R)-4-hydroxy-5-isobutyl-3,3-dimethyl-2-oxopyrrolidin-1-yl]benzonitrile), solid. The yield is 58.0%. RXN SMILES: [Cl:1][C:2]1[CH:9]=[C:8]([N:10]2[CH:14]([CH2:15][CH:16]([CH3:18])[CH3:17])[C:13](=[O:19])[C:12]([CH3:21])([CH3:20])[C:11]2=[O:22])[CH:7]=[CH:6][C:3]=1[C:4]#[N:5].C([BH-](C(CC)C)C(CC)C)(CC)C.[Li+].C1COCC1>>[Cl:1][C:2]1[CH:9]=[C:8]([N:10]2[C@H:14]([CH2:15][CH:16]([CH3:17])[CH3:18])[C@H:13]([OH:19])[C:12]([CH3:20])([CH3:21])[C:11]2=[O:22])[CH:7]=[CH:6][C:3]=1[C:4]#[N:5] |f:1.2.3|. Reported procedure: Using 2-chloro-4-(5-isobutyl-3,3-dimethyl-2,4-dioxopyrrolidin-1-yl)benzonitrile (620 mg) and lithium tri(sec-butyl)borohydride-THF solution (2.92 mL, 1 mol/L), and in the same manner as in Example 5, the title compound was obtained as a colorless solid (yield: 363 mg, 58%). The reactants are NCC(=O)N(C1=CC=CC=C1)CC(=O)N(CCC)CCC (2-(2-amino-N-phenylacetamido)-N,N-dipropylacetamide), CC=1C=C(C=CC1)N=C=O (3-methylphenyl isocyanate). Yields the product CC=1C=C(C=CC1)NC(NCC(=O)N(C1=CC=CC=C1)CC(=O)N(CCC)CCC)=O (2-{2-[3-(3-methylphenyl)ureido]-N-phenylacetamido}-N,N-dipropylacetamide). The yield is 44.8%. As a reaction SMILES: [NH2:1][CH2:2][C:3]([N:5]([CH2:12][C:13]([N:15]([CH2:19][CH2:20][CH3:21])[CH2:16][CH2:17][CH3:18])=[O:14])[C:6]1[CH:11]=[CH:10][CH:9]=[CH:8][CH:7]=1)=[O:4].[CH3:22][C:23]1[CH:24]=[C:25]([N:29]=[C:30]=[O:31])[CH:26]=[CH:27][CH:28]=1>>[CH3:22][C:23]1[CH:24]=[C:25]([NH:29][C:30](=[O:31])[NH:1][CH2:2][C:3]([N:5]([CH2:12][C:13]([N:15]([CH2:19][CH2:20][CH3:21])[CH2:16][CH2:17][CH3:18])=[O:14])[C:6]2[CH:11]=[CH:10][CH:9]=[CH:8][CH:7]=2)=[O:4])[CH:26]=[CH:27][CH:28]=1. Procedure details: Working in a manner similar to that described in Example 1, but starting with 2-(2-amino-N-phenylacetamido)-N,N-dipropylacetamide (1.7 g) and 3-methylphenyl isocyanate (0.77 g), and after recrystallization in acetonitrile, 2-{2-[3-(3-methylphenyl)ureido]-N-phenylacetamido}-N,N-dipropylacetamide (1.1 g), m.p. 182° C., is obtained.